From a dataset of the Open Reaction Database (ORD), a public repository of structured organic reaction records. describe an organic reaction: reactants, conditions, products, and yield Reactants: C(C(=C)C)(=O)OCC(CCCC)CC (2-ethylhexyl methacrylate), C(C(=C)C)(=O)OCC1CO1 (glycidyl methacrylate), C(C1=CC=CC=C1)(=O)OOC(C1=CC=CC=C1)=O (benzoyl peroxide). Run at temperature 90 celsius, time 4 hour. The product is C(C1CO1)OC(C(=C)C)=O.C(C(=C)C)(=O)OCC(CCCC)CC (2-ethylhexyl methacrylate - giycidyl methacrylate). Reaction SMILES: [C:1]([O:6][CH2:7][CH:8]([CH2:13][CH3:14])[CH2:9][CH2:10][CH2:11][CH3:12])(=[O:5])[C:2]([CH3:4])=[CH2:3].[C:15]([O:20][CH2:21][CH:22]1[O:24][CH2:23]1)(=[O:19])[C:16]([CH3:18])=[CH2:17].C(OOC(=O)C1C=CC=CC=1)(=O)C1C=CC=CC=1>>[CH2:21]([O:20][C:15](=[O:19])[C:16]([CH3:18])=[CH2:17])[CH:22]1[O:24][CH2:23]1.[C:1]([O:6][CH2:7][CH:8]([CH2:13][CH3:14])[CH2:9][CH2:10][CH2:11][CH3:12])(=[O:5])[C:2]([CH3:4])=[CH2:3] |f:3.4|. Procedure details: To the above solvent, a mixture of 200 g of 2-ethylhexyl methacrylate, 10 g of glycidyl methacrylate and 2 g of benzoyl peroxide was added dropwise at a constant speed over a period of 2 hours, followed by stirring at 90° C. for 4 hours to complete the polymerization reaction. Thus, 2-ethylhexyl methacrylate - giycidyl methacrylate copolymer was obtained. Starting materials: N#Cc1cc(Cl)ccn1, Nc1ccc(O)c(F)c1. Yields the product N#Cc1cc(Oc2ccc(N)cc2F)ccn1. Reaction SMILES: [Cl:10][c:11]1[cH:12][c:13]([C:17]#[N:18])[n:14][cH:15][cH:16]1.[NH2:1][c:2]1[cH:3][c:4]([F:9])[c:5]([OH:8])[cH:6][cH:7]1>>[NH2:1][c:2]1[cH:3][c:4]([F:9])[c:5]([O:8][c:11]2[cH:12][c:13]([C:17]#[N:18])[n:14][cH:15][cH:16]2)[cH:6][cH:7]1. The reactants are BrC=1C=C(C(=C(C1)N(CC1=CC=C(C=C1)OC)CC1=CC=C(C=C1)OC)[N+](=O)[O-])NC (5-Bromo-N,N-bis-(4-methoxy-benzyl)-N′-methyl-2-nitro-benzene-1,3-diamine), [NH4+].[Cl-] (NH4Cl), CO.C1CCOC1 (MeOH THF). The reagents and catalysts are [Zn] (Zn). The solvent is C(=O)O (HCOOH). Run at time 1 hour. Product: BrC=1C=C(C(=C(C1)N(CC1=CC=C(C=C1)OC)CC1=CC=C(C=C1)OC)N)NC (5-Bromo-N,N-bis-(4-methoxy-benzyl)-N″-methyl-benzene-1,2,3-triamine). RXN SMILES: [Br:1][C:2]1[CH:3]=[C:4]([NH:30][CH3:31])[C:5]([N+:27]([O-])=O)=[C:6]([N:8]([CH2:18][C:19]2[CH:24]=[CH:23][C:22]([O:25][CH3:26])=[CH:21][CH:20]=2)[CH2:9][C:10]2[CH:15]=[CH:14][C:13]([O:16][CH3:17])=[CH:12][CH:11]=2)[CH:7]=1.[NH4+].[Cl-].CO.C1COCC1>[Zn].C(O)=O>[Br:1][C:2]1[CH:3]=[C:4]([NH:30][CH3:31])[C:5]([NH2:27])=[C:6]([N:8]([CH2:18][C:19]2[CH:24]=[CH:23][C:22]([O:25][CH3:26])=[CH:21][CH:20]=2)[CH2:9][C:10]2[CH:15]=[CH:14][C:13]([O:16][CH3:17])=[CH:12][CH:11]=2)[CH:7]=1 |f:1.2,3.4|. Procedure: A mixture of 5-Bromo-N,N-bis-(4-methoxy-benzyl)-N′-methyl-2-nitro-benzene-1,3-diamine (170 mmol), NH4Cl (2038 mmol) and Zn (2034 mmol) in 1:1 MeOH/THF (1 L) was stirred at room temperature for 1 h. The mixture was cooled to 0° C. and HCOOH (20 mL) was added slowly. The mixture was allowed to reach room temperature and stirred for 1 h. The mixture was filtered and combined with another one obtained following the procedure described above. The resulting mixture was concentrated. The residue was di... The reactants are CC1(OC[C@@H](O1)CONC(C1=C(C(=C(C=C1)F)F)NC1=C(C=C(C=C1)I)F)=O)C (N-((R)-2,2-Dimethyl-[1,3]dioxolan-4-ylmethoxy)-3,4-difluoro-2-(2-fluoro-4-iodo-phenylamino)-benzamide), CO.O (methanol H2O), CC=1C=CC(=CC1)S(=O)(=O)O.O (pTsOH.H2O). The solvent is CCOC(=O)C (EtOAc). Reaction conditions: time 18 hour. Yields the product O[C@@H](CONC(C1=C(C(=C(C=C1)F)F)NC1=C(C=C(C=C1)I)F)=O)CO (N-((R)-2,3-Dihydroxy-propoxy)-3,4-difluoro-2-(2-fluoro-4-iodo-phenylamino)-benzamide). Reaction SMILES: CC1(C)[O:6][C@@H:5]([CH2:7][O:8][NH:9][C:10](=[O:28])[C:11]2[CH:16]=[CH:15][C:14]([F:17])=[C:13]([F:18])[C:12]=2[NH:19][C:20]2[CH:25]=[CH:24][C:23]([I:26])=[CH:22][C:21]=2[F:27])[CH2:4][O:3]1.CO.O.CC1C=CC(S(O)(=O)=O)=CC=1.O>CCOC(C)=O>[OH:6][C@H:5]([CH2:4][OH:3])[CH2:7][O:8][NH:9][C:10](=[O:28])[C:11]1[CH:16]=[CH:15][C:14]([F:17])=[C:13]([F:18])[C:12]=1[NH:19][C:20]1[CH:25]=[CH:24][C:23]([I:26])=[CH:22][C:21]=1[F:27] |f:1.2,3.4|. Procedure details: N-((R)-2,2-Dimethyl-[1,3]dioxolan-4-ylmethoxy)-3,4-difluoro-2-(2-fluoro-4-iodo-phenylamino)-benzamide (0.210 g, 0.40 mmol) was suspended in 10:1 methanol/H2O and pTsOH.H2O (0.008 g, 0.04 mmol) was added. The mixture was stirred at ambient temperature for 18 hrs, during which all solids dissolved to give a colorless, clear solution. The solution was diluted with EtOAc. The organic solution was washed with sodium bicarbonate (2×), brine (1×) and dried over Na2SO4. After filtration, the filtrate wa... Reactants: [BH4-].[Na+] (sodium borohydride), FC1=CC=C(C=C1)CC(C(=O)OCC)C(C1=CC=C(C=C1)C(F)(F)F)=O (ethyl 2-((4-fluorophenyl)methyl)-3-oxo-3-(4-(trifluoromethyl)phenyl)propionate), Cl (hydrochloric acid). Reagents/catalysts: [Cl-].[Zn+2].[Cl-] (zinc chloride). Run in CCOCC (ether), CCOCC (ether). Conditions: time 30 minute. The product is FC1=CC=C(C=C1)CC(C(=O)OCC)C(C1=CC=C(C=C1)C(F)(F)F)O (ethyl(2RS,3RS)-2-((4-fluorophenyl)methyl)-3-hydroxy-3-(4-(trifluoromethyl)phenyl)propionate). The yield is 95.7%. Reaction SMILES: [BH4-].[Na+].[F:3][C:4]1[CH:9]=[CH:8][C:7]([CH2:10][CH:11]([C:17](=[O:28])[C:18]2[CH:23]=[CH:22][C:21]([C:24]([F:27])([F:26])[F:25])=[CH:20][CH:19]=2)[C:12]([O:14][CH2:15][CH3:16])=[O:13])=[CH:6][CH:5]=1.Cl>CCOCC.[Cl-].[Zn+2].[Cl-]>[F:3][C:4]1[CH:9]=[CH:8][C:7]([CH2:10][CH:11]([CH:17]([OH:28])[C:18]2[CH:19]=[CH:20][C:21]([C:24]([F:26])([F:27])[F:25])=[CH:22][CH:23]=2)[C:12]([O:14][CH2:15][CH3:16])=[O:13])=[CH:6][CH:5]=1 |f:0.1,5.6.7|. Reported procedure: To a solution of zinc chloride (21.54 g, 158 mmol) in ether (500 ml) was added sodium borohydride (11.96 g, 316 mmol), and the mixture was stirred at room temperature for 30 min. Precipitated sodium chloride was filtered off. To the filtrate was gradually added a solution of ethyl 2-((4-fluorophenyl)methyl)-3-oxo-3-(4-(trifluoromethyl)phenyl)propionate (28 g, 79 mmol) in ether (200 ml) under ice-cooling, and the mixture was stirred at room temperature for 30 min. The reaction solution was poured...